From a dataset of the Open Reaction Database (ORD), a public repository of structured organic reaction records. describe an organic reaction: reactants, conditions, products, and yield The reactants are C=CCC1CC(c2ccc(F)c(C)c2)OC1=O, Cl, [K+], C1COCCO1, [OH-]. The product is C=CCC(CC(O)c1ccc(F)c(C)c1)C(=O)O. Reaction SMILES: [CH2:1]([CH:2]=[CH2:3])[CH:4]1[C:5](=[O:17])[O:6][CH:7]([c:9]2[cH:10][c:11]([CH3:16])[c:12]([F:15])[cH:13][cH:14]2)[CH2:8]1.[ClH:20].[K+:19].[O:21]1[CH2:22][CH2:23][O:24][CH2:25][CH2:26]1.[OH-:18]>>[CH2:1]([CH:2]=[CH2:3])[CH:4]([C:5]([OH:17])=[O:18])[CH2:8][CH:7]([OH:6])[c:9]1[cH:10][c:11]([CH3:16])[c:12]([F:15])[cH:13][cH:14]1. Procedure details: To a stirred mixture of 5.44 grams (0.02 mole) of 3-[(4-bromo-2-emthylphenyl)amino)-3oxopropanoic acid prepared in Example V (Compound No. 97) and 2.31 grams (0.02 mole) of thiophenol in approximately 100 milliliters of dry tetrahydrofuran in an oven-dried reaction flask was fed a solution of 4.13 grams (0.02 mole) of 1,3-dicyclohexylcarbodiimlde in about 25 milliliters of dry tetrahydrofuran, while cooling the reaction mixture in an ice-water bath. On completing the feed the ice bath was remove... Reaction conditions: time 1 hour. The product is BrC1=CC(=C(C=C1)NC(CC(SC1=CC=CC=C1)=O)=O)C (S-phenyl 3-[(4-bromo-2-methylphenyl)amino]-3-oxopropanethioate). Reaction SMILES: [Br:1][C:2]1[CH:7]=[CH:6][C:5]([NH:8][C:9](=[O:14])[CH2:10][C:11]([OH:13])=O)=[C:4]([CH3:15])[CH:3]=1.[C:16]1([SH:22])[CH:21]=[CH:20][CH:19]=[CH:18][CH:17]=1.BrC1C=CC(NC(=O)CC(N(C2CCCCC2)C(NC2CCCCC2)=O)=O)=C(C)C=1>O1CCCC1>[Br:1][C:2]1[CH:7]=[CH:6][C:5]([NH:8][C:9](=[O:14])[CH2:10][C:11](=[O:13])[S:22][C:16]2[CH:21]=[CH:20][CH:19]=[CH:18][CH:17]=2)=[C:4]([CH3:15])[CH:3]=1. Starting materials: C1(=CC=CC=C1)S (thiophenol), BrC1=CC(=C(C=C1)NC(CC(=O)O)=O)C (3-[(4-bromo-2-methylphenyl)amino]-3-oxopropanoic acid), ice, BrC1=CC(=C(C=C1)NC(CC(=O)N(C(=O)NC1CCCCC1)C1CCCCC1)=O)C (1-(3-[(4-bromo2-methylphenyl)amino]-3-oxopropanoyl)-1,3-dicyclohexylurea), 1,3-dicyclohexylcarbodiimlde. The yield is 40.0%. The solvent is O1CCCC1 (tetrahydrofuran), O1CCCC1 (tetrahydrofuran). Reactants: ClC1=CC(=C(C=C1)NS(=O)(=O)C(F)(F)F)C(CC)=O (N-(4-chloro-2-propionylphenyl)trifluoromethanesulfonamide), CN(CCN)C (N,N-Dimethylethylenediamine), C1(CC1)CON1C(C=2C(C1=O)=CC=CC2)=O (N-(cyclopropylmethoxy)phthalimide), C(C)(=O)O (acetic acid). The solvent is CCO (EtOH), CCO (EtOH). Reaction conditions: time 15 hour. The product is ClC1=CC(=C(C=C1)NS(=O)(=O)C(F)(F)F)C(CC)=NOCC1CC1 (N-[4-chloro-2-(1-cyclopropylmethoxyiminopropyl)phenyl]trifluoromethanesulfonamide). Isolated yield 53.3%. As a reaction SMILES: CN(C)CCN.[CH:7]1([CH2:10][O:11][N:12]2C(=O)C3=CC=CC=C3C2=O)[CH2:9][CH2:8]1.C(O)(=O)C.[Cl:27][C:28]1[CH:33]=[CH:32][C:31]([NH:34][S:35]([C:38]([F:41])([F:40])[F:39])(=[O:37])=[O:36])=[C:30]([C:42](=O)[CH2:43][CH3:44])[CH:29]=1>CCO>[Cl:27][C:28]1[CH:33]=[CH:32][C:31]([NH:34][S:35]([C:38]([F:41])([F:40])[F:39])(=[O:37])=[O:36])=[C:30]([C:42](=[N:12][O:11][CH2:10][CH:7]2[CH2:9][CH2:8]2)[CH2:43][CH3:44])[CH:29]=1. Reported procedure: N,N-Dimethylethylenediamine (254 μL, 2.20 mmol) was added to a solution of N-(cyclopropylmethoxy)phthalimide (326 mg, 1.50 mmol) in EtOH (5 mL), and the reaction allowed to stir at RT for 15 h. Glacial acetic acid (2 mL) was then added to adjust the mixture to ca. pH 4, followed by the addition of a solution of N-(4-chloro-2-propionylphenyl)trifluoromethanesulfonamide 22 (316 mg, 1.0 mmol) in EtOH (2 mL), and the mixture stirred for 65 h at RT. The reaction mixture was concentrated under vacuum,... The reactants are ClCCN1C(C2=CC(=C(C=C2C=N1)OC)OC)=O (2-(2-chloroethyl)-6,7-dimethoxy-1(2H)-phthalazinone), FC1=CC=C(C(=O)N2CCNCC2)C=C1 (4-(4-fluorobenzoyl)-piperazine), ClCCCN1C(C2=CC(=C(C=C2C=N1)OC)OC)=O (2-(3-chloropropyl)-6,7-dimethoxy-1(2H)-phthalazinone), C1(=CC=CC=C1)N1CCNCC1 (N-phenylpiperazine). Solvent: C(C)(=O)OCC (ethyl acetate). The product is Cl.FC1=CC=C(C(=O)C2CCN(CC2)CCCN2C(C3=CC(=C(C=C3C=N2)OC)OC)=O)C=C1 (2-{3-[4-(4-fluorobenzoyl)-piperidin-1-yl]-propyl}-6,7-dimethoxy-1(2H)-phthalazinone hydrochloride). As a reaction SMILES: [Cl:1][CH2:2][CH2:3][N:4]1[N:13]=[CH:12][C:11]2[C:6](=[CH:7][C:8]([O:16][CH3:17])=[C:9]([O:14][CH3:15])[CH:10]=2)[C:5]1=[O:18].ClCC[CH2:22][N:23]1N=C[C:30]2[C:25](=CC(OC)=[C:28](OC)[CH:29]=2)[C:24]1=O.C1(N2CCNCC2)C=CC=CC=1.[F:50][C:51]1[CH:64]=[CH:63][C:54]([C:55](N2CCNCC2)=[O:56])=[CH:53][CH:52]=1>C(OCC)(=O)C>[ClH:1].[F:50][C:51]1[CH:52]=[CH:53][C:54]([C:55]([CH:30]2[CH2:25][CH2:24][N:23]([CH2:22][CH2:2][CH2:3][N:4]3[N:13]=[CH:12][C:11]4[C:6](=[CH:7][C:8]([O:16][CH3:17])=[C:9]([O:14][CH3:15])[CH:10]=4)[C:5]3=[O:18])[CH2:28][CH2:29]2)=[O:56])=[CH:63][CH:64]=1 |f:5.6|. Reported procedure: Working as described in Example 3 but replacing 2-(2-chloroethyl)-6,7-dimethoxy-1(2H)-phthalazinone with an equivalent amount of 2-(3-chloropropyl)-6,7-dimethoxy-1(2H)-phthalazinone obtained as described in Example 13, and replacing N-phenylpiperazine with an equivalent amount of 4-(4-fluorobenzoyl)-piperazine, 2-{3-[4-(4-fluorobenzoyl)-piperidin-1-yl]-propyl}-6,7-dimethoxy-1(2H)-phthalazinone hydrochloride is obtained (m.p. 250°-252° C., from ethyl acetate). RXN SMILES: [C:39](=[O:40])([O-:41])[O-:42].[CH2:1]([CH3:2])[O:3][C:4](=[O:5])[c:6]1[s:7][c:8]([CH2:28][CH3:29])[c:9]([C:26]#[N:27])[c:10]1-[c:11]1[cH:12][cH:13][c:14]([B:17]2[O:18][C:19]([CH3:20])([CH3:21])[C:22]([CH3:23])([CH3:24])[O:25]2)[cH:15][cH:16]1.[CH3:51][CH2:52][O:53][C:54]([CH3:55])=[O:56].[I:30][c:31]1[c:32]([C:33]#[N:34])[cH:35][cH:36][cH:37][cH:38]1.[Na+:43].[Na+:44].[O:45]1[CH2:46][CH2:47][O:48][CH2:49][CH2:50]1.[Pd:57].[c:115]1([P:116]([c:117]2[cH:118][cH:119][cH:120][cH:121][cH:122]2)[c:123]2[cH:124][cH:125][cH:126][cH:127][cH:128]2)[cH:129][cH:130][cH:131][cH:132][cH:133]1.[c:58]1([P:59]([c:60]2[cH:61][cH:62][cH:63][cH:64][cH:65]2)[c:66]2[cH:67][cH:68][cH:69][cH:70][cH:71]2)[cH:72][cH:73][cH:74][cH:75][cH:76]1.[c:77]1([P:78]([c:79]2[cH:80][cH:81][cH:82][cH:83][cH:84]2)[c:85]2[cH:86][cH:87][cH:88][cH:89][cH:90]2)[cH:91][cH:92][cH:93][cH:94][cH:95]1.[c:96]1([P:97]([c:98]2[cH:99][cH:100][cH:101][cH:102][cH:103]2)[c:104]2[cH:105][cH:106][cH:107][cH:108][cH:109]2)[cH:110][cH:111][cH:112][cH:113][cH:114]1>>[CH2:1]([CH3:2])[O:3][C:4](=[O:5])[c:6]1[s:7][c:8]([CH2:28][CH3:29])[c:9]([C:26]#[N:27])[c:10]1-[c:11]1[cH:12][cH:13][c:14](-[c:31]2[c:32]([C:33]#[N:34])[cH:35][cH:36][cH:37][cH:38]2)[cH:15][cH:16]1. Yields the product CCOC(=O)c1sc(CC)c(C#N)c1-c1ccc(-c2ccccc2C#N)cc1. Starting materials: O=C([O-])[O-], CCOC(=O)c1sc(CC)c(C#N)c1-c1ccc(B2OC(C)(C)C(C)(C)O2)cc1, CCOC(C)=O, N#Cc1ccccc1I, [Na+], [Na+], C1COCCO1, [Pd], c1ccc(P(c2ccccc2)c2ccccc2)cc1, c1ccc(P(c2ccccc2)c2ccccc2)cc1, c1ccc(P(c2ccccc2)c2ccccc2)cc1, c1ccc(P(c2ccccc2)c2ccccc2)cc1. Reactants: C(C)(C)(C)OC(=O)N1CCN(CC1)C1=C(C=C(C=C1)C(F)(F)F)C(F)(F)F (4-(2,4-Bis-trifluoromethyl-phenyl)-piperazine-1-carboxylic acid tert-butyl ester), Cl (HCl). The solvent is O1CCOCC1 (1,4-dioxane). Reaction conditions: time 4 hour. Yields the product Cl.FC(C1=C(C=CC(=C1)C(F)(F)F)N1CCNCC1)(F)F (1-(2,4-Bis-trifluoromethyl-phenyl)-piperazine hydrochloride). As a reaction SMILES: C(OC([N:8]1[CH2:13][CH2:12][N:11]([C:14]2[CH:19]=[CH:18][C:17]([C:20]([F:23])([F:22])[F:21])=[CH:16][C:15]=2[C:24]([F:27])([F:26])[F:25])[CH2:10][CH2:9]1)=O)(C)(C)C.[ClH:28]>O1CCOCC1>[ClH:28].[F:27][C:24]([F:25])([F:26])[C:15]1[CH:16]=[C:17]([C:20]([F:21])([F:22])[F:23])[CH:18]=[CH:19][C:14]=1[N:11]1[CH2:12][CH2:13][NH:8][CH2:9][CH2:10]1 |f:3.4|. Procedure: 3 mmol of 4-(2,4-Bis-trifluoromethyl-phenyl)-piperazine-1-carboxylic acid tert-butyl ester was stirred in 10 ml of 1,4-dioxane saturated with gaseous HCl. After 4 h at room temperature, the reaction mixture was evaporated to dryness to yield the title compound as a colorless solid. MS (m/e): 299.3 (MH+, 100%) The reactants are CCO, N, N#CC(c1ccnc(Cl)n1)c1nc2ccccc2s1. Product: N#CC(c1ccnc(N)n1)c1nc2ccccc2s1. As a reaction SMILES: [CH3:21][CH2:22][OH:23].[NH3:20].[s:1]1[c:2]([CH:10]([C:11]#[N:12])[c:13]2[n:14][c:15]([Cl:19])[n:16][cH:17][cH:18]2)[n:3][c:4]2[c:5]1[cH:6][cH:7][cH:8][cH:9]2>>[s:1]1[c:2]([CH:10]([C:11]#[N:12])[c:13]2[n:14][c:15]([NH2:20])[n:16][cH:17][cH:18]2)[n:3][c:4]2[c:5]1[cH:6][cH:7][cH:8][cH:9]2. Starting materials: C(C)(=O)OCCCCC[C@H]1[C@H]2[C@@H]3CCC([C@@]3(C)C[C@@H]([C@@H]2C=2C=CC(=CC2C1)OC1OCCCC1)F)=O (7α-(5-acetoxypentyl)-11β-fluoro-3-(tetrahydropyran-2-yloxy)-estra-1,3,5(10)-trien-17-one), C([O-])([O-])=O.[K+].[K+] (potassium carbonate), ice water. Solvent: CO (methanol), O (water), C(C)(=O)OCC (ethyl acetate). Reaction conditions: time 3 hour. Yields the product F[C@@H]1[C@@H]2C=3C=CC(=CC3C[C@H]([C@H]2[C@@H]2CCC([C@@]2(C)C1)=O)CCCCCO)OC1OCCCC1 (11β-fluoro-7α-(5-hydroxypentyl)-3-(tetrahydropyran-2-yloxy)-estra-1,3,5(10)-trien-17-one). The yield is 103.3%. As a reaction SMILES: C([O:4][CH2:5][CH2:6][CH2:7][CH2:8][CH2:9][C@@H:10]1[CH2:27][C:26]2[CH:25]=[C:24]([O:28][CH:29]3[CH2:34][CH2:33][CH2:32][CH2:31][O:30]3)[CH:23]=[CH:22][C:21]=2[C@@H:20]2[C@@H:11]1[C@H:12]1[C@@:16]([CH2:18][C@@H:19]2[F:35])([CH3:17])[C:15](=[O:36])[CH2:14][CH2:13]1)(=O)C.C(=O)([O-])[O-].[K+].[K+]>CO.O.C(OCC)(=O)C>[F:35][C@H:19]1[CH2:18][C@@:16]2([CH3:17])[C@@H:12]([CH2:13][CH2:14][C:15]2=[O:36])[C@H:11]2[C@H:20]1[C:21]1[CH:22]=[CH:23][C:24]([O:28][CH:29]3[CH2:34][CH2:33][CH2:32][CH2:31][O:30]3)=[CH:25][C:26]=1[CH2:27][C@H:10]2[CH2:9][CH2:8][CH2:7][CH2:6][CH2:5][OH:4] |f:1.2.3|. Procedure: 7.4 g of 7α-(5-acetoxypentyl)-11β-fluoro-3-(tetrahydropyran-2-yloxy)-estra-1,3,5(10)-trien-17-one in 370 ml of methanol and 37 ml of water is stirred at room temperature with 1.8 g of potassium carbonate. After 3 hours, the reaction mixture is added to ice water. The precipitated product is suctioned off, dissolved in ethyl acetate, washed neutral with water, dried and concentrated by evaporation in a vacuum. 7.0 g of 11β-fluoro-7α-(5-hydroxypentyl)-3-(tetrahydropyran-2-yloxy)-estra-1,3,5(10)-tr...